Dataset: the Open Reaction Database (ORD), a public repository of structured organic reaction records. Task: describe an organic reaction: reactants, conditions, products, and yield The reactants are CCNc1cc(C#N)ccc1[N+](=O)[O-], CCO, [H][H]. Product: CCNc1cc(C#N)ccc1N. As a reaction SMILES: [CH2:1]([CH3:2])[NH:3][c:4]1[cH:5][c:6]([C:7]#[N:8])[cH:9][cH:10][c:11]1[N+:12]([O-:13])=[O:14].[CH3:17][CH2:18][OH:19].[H:15][H:16]>>[CH2:1]([CH3:2])[NH:3][c:4]1[cH:5][c:6]([C:7]#[N:8])[cH:9][cH:10][c:11]1[NH2:12]. Reactants: CC(C)=O, CC(c1ccc(-c2ccccc2F)cc1)S(=O)CC(=O)O, [K+], O=[Mn](=O)(=O)[O-], O, O=S(=O)(O)O. The product is CC(c1ccc(-c2ccccc2F)cc1)S(=O)(=O)CC(=O)O. RXN SMILES: [CH3:33][C:34](=[O:35])[CH3:36].[F:1][c:2]1[c:3](-[c:8]2[cH:9][cH:10][c:11]([CH:14]([CH3:15])[S:16](=[O:17])[CH2:18][C:19](=[O:20])[OH:21])[cH:12][cH:13]2)[cH:4][cH:5][cH:6][cH:7]1.[K+:32].[Mn:27]([O-:28])(=[O:29])(=[O:30])=[O:31].[OH2:37].[S:22]([OH:23])(=[O:24])(=[O:25])[OH:26]>>[F:1][c:2]1[c:3](-[c:8]2[cH:9][cH:10][c:11]([CH:14]([CH3:15])[S:16](=[O:17])([CH2:18][C:19](=[O:20])[OH:21])=[O:23])[cH:12][cH:13]2)[cH:4][cH:5][cH:6][cH:7]1. The reactants are C1(CC1)C(=O)Cl (Cyclopropylcarbonyl chloride), ice, Cl.CC1=C(OC[C@@H]2CNCCC2)C(=CC=C1)C ((S)-3-(2,6-dimethylphenoxymethyl)piperidine hydrochloride), C([O-])(O)=O.[Na+] (sodium bicarbonate). Run in C(C)(=O)OCC (ethyl acetate). Conditions: time 1 hour. Product: C1(CC1)CN1C[C@H](CCC1)COC1=C(C=CC=C1C)C ((S)-1-cyclopropylmethyl-3-(2,6-dimethylphenoxymethyl)-piperidine). RXN SMILES: [CH:1]1([C:4](Cl)=O)[CH2:3][CH2:2]1.Cl.[CH3:8][C:9]1[CH:22]=[CH:21][CH:20]=[C:19]([CH3:23])[C:10]=1[O:11][CH2:12][C@H:13]1[CH2:18][CH2:17][CH2:16][NH:15][CH2:14]1.C(=O)(O)[O-].[Na+]>C(OCC)(=O)C>[CH:1]1([CH2:4][N:15]2[CH2:16][CH2:17][CH2:18][C@H:13]([CH2:12][O:11][C:10]3[C:19]([CH3:23])=[CH:20][CH:21]=[CH:22][C:9]=3[CH3:8])[CH2:14]2)[CH2:3][CH2:2]1 |f:1.2,3.4|. Procedure: Cyclopropylcarbonyl chloride (1.7 mL, 18 mmol) was added dropwise during 15 minutes to an ice cold mixture containing (S)-3-(2,6-dimethylphenoxymethyl)piperidine hydrochloride (4.4 g, 17 mmol), aqueous sodium bicarbonate (75 mL), and ethyl acetate (100 mL). After the addition was complete, the reaction was stirred at room temperature for 1 hour, and the resulting ethyl acetate layer was separated and concentrated. The residue was dissolved in dry tetrahydrofuran (125 mL) under a dry nitrogen atm...